From a dataset of the Open Reaction Database (ORD), a public repository of structured organic reaction records. describe an organic reaction: reactants, conditions, products, and yield Reactants: BrC=1C(=NC=2N(C1N(COCC[Si](C)(C)C)COCC[Si](C)(C)C)N=CC2C=2C=NC1=CC=C(C=C1C2)F)CNC2C[C@H](O[C@H](C2)C)C (6-bromo-5-(((2R,6S)-2,6-dimethyltetrahydro-2H-pyran-4-ylamino)methyl)-3-(6-fluoroquinolin-3-yl)-N,N-bis((2-(trimethylsilyl)ethoxy)methyl)pyrazolo[1,5-a]pyrimidin-7-amine), O (water), O (water). Solvent: C(=O)(C(F)(F)F)O (TFA), C(=O)(C(F)(F)F)O (TFA). Run at time 2 hour. Yields the product 6-bromo-5-((2R,6S)-2,6-dimethyltetrahydro-2H-pyran-4-ylamino)methyl, FC=1C=C2C=C(C=NC2=CC1)C=1C=NN2C1N=CC=C2N (3-(6-fluoroquinolin-3-yl)pyrazolo[1,5-a]pyrimidin-7-amine). RXN SMILES: Br[C:2]1[C:3](CNC2C[C@H](C)O[C@H](C)C2)=[N:4][C:5]2[N:6]([N:25]=[CH:26][C:27]=2[C:28]2[CH:29]=[N:30][C:31]3[C:36]([CH:37]=2)=[CH:35][C:34]([F:38])=[CH:33][CH:32]=3)[C:7]=1[N:8](COCC[Si](C)(C)C)COCC[Si](C)(C)C.O>C(O)(C(F)(F)F)=O>[F:38][C:34]1[CH:35]=[C:36]2[C:31](=[CH:32][CH:33]=1)[N:30]=[CH:29][C:28]([C:27]1[CH:26]=[N:25][N:6]3[C:7]([NH2:8])=[CH:2][CH:3]=[N:4][C:5]=13)=[CH:37]2. Procedure details: To a 6-bromo-5-(((2R,6S)-2,6-dimethyltetrahydro-2H-pyran-4-ylamino)methyl)-3-(6-fluoroquinolin-3-yl)-N,N-bis((2-(trimethylsilyl)ethoxy)methyl)pyrazolo[1,5-a]pyrimidin-7-amine (69.3 mg, 0.09 mmol) in TFA (2 ml) was added few drops of water and stirring continued for 2 h at room temperature. LC/MS showed no starting material remaining. TFA along with water was rotoevaporated. This crude compound was submitted to the analytical group for purification to afford the desired 6-bromo-5-((2R,6S)-2,6-dim... Reactants: NC=1C2=CC=CC=C2C=C2C=CC=CC12 (9-aminoanthracene), C(C)(C)N(C(C)C)CC (N,N-diisopropylethylamine), C(C)#N (acetonitrile), N1=C(C=CC=C1)CCl (2-picolyl chloride), [I-].[Na+] (sodium iodide). Product: N1=C(C=CC=C1)C=1C2=CC=CC=C2C(=C2C=CC=CC12)C1=NC=CC=C1 (bispyridyl-anthracene). Yield: 83.0%. As a reaction SMILES: NC1[C:3]2[C:8]([CH:9]=[C:10]3[C:15]=1[CH:14]=[CH:13][CH:12]=[CH:11]3)=[CH:7][CH:6]=[CH:5][CH:4]=2.[N:16]1[CH:21]=[CH:20][CH:19]=[CH:18][C:17]=1[CH2:22]Cl.[I-].[Na+].[CH:26](N(CC)C(C)C)([CH3:28])[CH3:27].[C:35](#[N:37])[CH3:36]>>[N:37]1[CH:28]=[CH:26][CH:27]=[CH:36][C:35]=1[C:9]1[C:10]2[C:11]([C:22]([C:17]3[CH:18]=[CH:19][CH:20]=[CH:21][N:16]=3)=[C:7]3[C:8]=1[CH:3]=[CH:4][CH:5]=[CH:6]3)=[CH:12][CH:13]=[CH:14][CH:15]=2 |f:2.3|. Procedure details: A solution of 9-aminoanthracene (1.0 g, 5.1 mmoles) in 20 mL acetonitrile is combined with 2-picolyl chloride (2.0 g, 12.7 moles), sodium iodide (0.9 g, 6 mmoles) and N,N-diisopropylethylamine (2.8 g, 20.4 mmoles and the resulting solution is heated at reflux for 16 hours. The resulting dark solution is evaporated and crystallized from 30 mL methanol to give the bispyridyl-anthracene as a dark solid (1.6 g, 83% yield). Using completely analogous methods, other fluorescent bis-pyridyl indicators ... RXN SMILES: [CH2:1]([Li:2])[CH2:3][CH2:4][CH3:5].[CH2:22]1[O:23][CH2:24][CH2:25][CH2:26]1.[CH2:6]([CH2:7][CH2:8][CH3:9])[O:10][c:11]1[cH:12][c:13]([F:18])[cH:14][c:15]([F:17])[cH:16]1.[O:19]=[C:20]=[O:21]>>[CH2:6]([CH2:7][CH2:8][CH3:9])[O:10][c:11]1[cH:12][c:13]([F:18])[c:14]([C:20](=[O:19])[OH:21])[c:15]([F:17])[cH:16]1. The reactants are [Li]CCCC, C1CCOC1, CCCCOc1cc(F)cc(F)c1, O=C=O. Yields the product CCCCOc1cc(F)c(C(=O)O)c(F)c1. Reactants: C(C)C(C(=O)OCI)CC (2-ethylbutanoyloxymethyl iodide), NC=1SC=C(N1)/C(/C(=O)N[C@H]1[C@@H]2N(C(=C(CS2)\C=C/C=2C=NC=NC2)C(=O)[O-])C1=O)=N/O.[Na+] (Sodium 7β-[(Z)-2-(2-aminothiazol-4-yl)-2-(hydroxyimino)acetamido]-3-[(Z)-2 (pyrimidin-5-yl)vinyl]-3-cephem-4-carboxylate), C(C)(=O)OCC (Ethyl acetate). Solvent: CN(C(C)=O)C (N,N-dimethylacetamide). Yields the product NC=1SC=C(N1)/C(/C(=O)N[C@H]1[C@@H]2N(C(=C(CS2)\C=C/C=2C=NC=NC2)C(=O)OCOC(C(CC)CC)=O)C1=O)=N/O (2-Ethylbutanoyloxymethyl 7β-[(Z)-2-(2-aminothiazol-4-yl)-2-(hydroxyimino)acetamido]-3-[(Z)-2-(pyrimidin-5-yl)vinyl]-3-cephem-4-carboxylate). As a reaction SMILES: [NH2:1][C:2]1[S:3][CH:4]=[C:5](/[C:7](=[N:31]/[OH:32])/[C:8]([NH:10][C@@H:11]2[C:29](=[O:30])[N:13]3[C:14]([C:26]([O-:28])=[O:27])=[C:15](/[CH:18]=[CH:19]\[C:20]4[CH:21]=[N:22][CH:23]=[N:24][CH:25]=4)[CH2:16][S:17][C@H:12]23)=[O:9])[N:6]=1.[Na+].[CH2:34]([CH:36]([CH2:42][CH3:43])[C:37]([O:39][CH2:40]I)=[O:38])[CH3:35].C(OCC)(=O)C>CN(C)C(=O)C>[NH2:1][C:2]1[S:3][CH:4]=[C:5](/[C:7](=[N:31]/[OH:32])/[C:8]([NH:10][C@@H:11]2[C:29](=[O:30])[N:13]3[C:14]([C:26]([O:28][CH2:40][O:39][C:37](=[O:38])[CH:36]([CH2:42][CH3:43])[CH2:34][CH3:35])=[O:27])=[C:15](/[CH:18]=[CH:19]\[C:20]4[CH:25]=[N:24][CH:23]=[N:22][CH:21]=4)[CH2:16][S:17][C@H:12]23)=[O:9])[N:6]=1 |f:0.1|. Procedure details: The compound (100 mg) of Example 16 was dissolved in N,N-dimethylacetamide (2 ml), followed by the addition of 2-ethylbutanoyloxymethyl iodide (50 mg). They were reacted for 1 hour. Ethyl acetate (50 ml) was added. The resulting mixture was washed with water, dried over magnesium sulfate, and then concentrated under reduced pressure. Ether was added to the residue and the resulting solid was collected by filtration, whereby the title compound (55 mg) was obtained. Reactants: C(CC(=O)OC)(=O)OC (dimethyl malonate), Cl (HCl), [H-].[Na+] (NaH), FC1=C(C=C(C=C1)F)[N+](=O)[O-] (2,5-difluoronitrobenzene). The solvent is CS(=O)C (dimethyl sulfoxide), CCOC(=O)C (EtOAc). Run at temperature 100 celsius, time 2 hour. Yields the product COC(C(C(=O)OC)C1=C(C=C(C=C1)F)[N+](=O)[O-])=O (2-(4-fluoro-2-nitro-phenyl)-malonic acid dimethyl ester). Isolated yield 89.4%. Reaction SMILES: [H-].[Na+].[C:3]([O:10][CH3:11])(=[O:9])[CH2:4][C:5]([O:7][CH3:8])=[O:6].F[C:13]1[CH:18]=[CH:17][C:16]([F:19])=[CH:15][C:14]=1[N+:20]([O-:22])=[O:21].Cl>CS(C)=O.CCOC(C)=O>[CH3:8][O:7][C:5](=[O:6])[CH:4]([C:13]1[CH:18]=[CH:17][C:16]([F:19])=[CH:15][C:14]=1[N+:20]([O-:22])=[O:21])[C:3]([O:10][CH3:11])=[O:9] |f:0.1|. Procedure details: To a mixture of NaH (60%, 7 g, 0.16 mol) in dimethyl sulfoxide (150 mL) was added dropwise dimethyl malonate (20 mL, 0.16 mol). The mixture was heated to 100° C. for 10 min then cooled to room temperature, followed by the addition of 2,5-difluoronitrobenzene (14 g, 0.08 mol). After stirred at 90° C. for 2 h, the mixture was cooled and poured into 5% aq.HCl with ice cooling. EtOAc (50 mL) was added and the organic phase was separated, washed by water and dried with Na2SO4. The solvent was removed...